This data is from the Open Reaction Database (ORD), a public repository of structured organic reaction records. The task is: describe an organic reaction: reactants, conditions, products, and yield The reactants are [Cl-].[NH4+] (ammonium chloride), C=O (paraformaldehyde), C[O-].[Na+] (sodium methoxide), [N+](=O)([O-])C(C)C1=CC=C(C(=O)OC)C=C1 (methyl 4-(1-nitroethyl)benzoate), CN(C)C=O (DMF). Reaction conditions: time 18 hour. The product is OCC(C)([N+](=O)[O-])C1=CC=C(C(=O)OC)C=C1 (methyl 4-(1-hydroxy-2-nitropropan-2-yl)benzoate). Reaction SMILES: [N+:1]([CH:4]([C:6]1[CH:15]=[CH:14][C:9]([C:10](OC)=[O:11])=[CH:8][CH:7]=1)[CH3:5])([O-:3])=[O:2].[CH2:16]=[O:17].C[O-].[Na+].[Cl-].[NH4+].CN([CH:26]=[O:27])C>>[OH:17][CH2:16][C:4]([C:6]1[CH:7]=[CH:8][C:9]([C:10]([O:27][CH3:26])=[O:11])=[CH:14][CH:15]=1)([N+:1]([O-:3])=[O:2])[CH3:5] |f:2.3,4.5|. Reported procedure: To a mixture of 1.44 g of methyl 4-(1-nitroethyl)benzoate and 29 ml of DMF were added 612 mg of paraformaldehyde and 150 mg of sodium methoxide, followed by stirring at room temperature for 18 hours. To the reaction mixture was added a saturated aqueous ammonium chloride solution, followed by extraction with ethyl acetate. The organic layer was dried over anhydrous magnesium sulfate and the solvent was then evaporated. The obtained residue was purified by silica gel column chromatography to obta... Reactants: CNC, CCO, CS(=O)(=O)c1ccc(-c2cc(C#N)c(Cl)nc2-c2ccc(F)cc2)cc1. Yields the product CN(C)c1nc(-c2ccc(F)cc2)c(-c2ccc(S(C)(=O)=O)cc2)cc1C#N. Reaction SMILES: [CH3:27][NH:28][CH3:29].[CH3:30][CH2:31][OH:32].[Cl:1][c:2]1[n:3][c:4](-[c:20]2[cH:21][cH:22][c:23]([F:26])[cH:24][cH:25]2)[c:5](-[c:10]2[cH:11][cH:12][c:13]([S:16](=[O:17])(=[O:18])[CH3:19])[cH:14][cH:15]2)[cH:6][c:7]1[C:8]#[N:9]>>[c:2]1([N:28]([CH3:27])[CH3:29])[n:3][c:4](-[c:20]2[cH:21][cH:22][c:23]([F:26])[cH:24][cH:25]2)[c:5](-[c:10]2[cH:11][cH:12][c:13]([S:16](=[O:17])(=[O:18])[CH3:19])[cH:14][cH:15]2)[cH:6][c:7]1[C:8]#[N:9]. Starting materials: [Al+3], C1CCOC1, CCCN(CCC)Cc1cccc(-c2nc3ccc(C(=O)OC)cc3n2C)c1, [H-], [H-], [H-], [H-], [Li+], [Na+], [Na+], O, O, O, O, O, O, O, O, O, O, O=S(=O)([O-])[O-]. Yields the product CCCN(CCC)Cc1cccc(-c2nc3ccc(C=O)cc3n2C)c1. RXN SMILES: [Al+3:2].[CH2:52]1[O:53][CH2:54][CH2:55][CH2:56]1.[CH3:7][O:8][C:9](=[O:10])[c:11]1[cH:12][c:13]2[c:14]([n:15][c:16](-[c:19]3[cH:20][c:21]([CH2:25][N:26]([CH2:27][CH2:28][CH3:29])[CH2:30][CH2:31][CH3:32])[cH:22][cH:23][cH:24]3)[n:17]2[CH3:18])[cH:33][cH:34]1.[H-:1].[H-:4].[H-:5].[H-:6].[Li+:3].[Na+:50].[Na+:51].[OH2:35].[OH2:36].[OH2:37].[OH2:38].[OH2:39].[OH2:40].[OH2:41].[OH2:42].[OH2:43].[OH2:44].[S:45]([O-:46])([O-:47])(=[O:48])=[O:49]>>[O:8]=[CH:9][c:11]1[cH:12][c:13]2[c:14]([n:15][c:16](-[c:19]3[cH:20][c:21]([CH2:25][N:26]([CH2:27][CH2:28][CH3:29])[CH2:30][CH2:31][CH3:32])[cH:22][cH:23][cH:24]3)[n:17]2[CH3:18])[cH:33][cH:34]1. The reactants are CC(C)(C)c1ccc2c(c1)OCCC2N, CC#N, O=C(Nc1cccc2cccnc12)C(Cl)(Cl)Cl, C1CCC2=NCCCN2CC1. The product is CC(C)(C)c1ccc2c(c1)OCCC2NC(=O)Nc1cccc2cccnc12. Reaction SMILES: [C:18]([CH3:19])([CH3:20])([CH3:21])[c:22]1[cH:23][cH:24][c:25]2[c:30]([cH:31]1)[O:29][CH2:28][CH2:27][CH:26]2[NH2:32].[CH3:44][C:45]#[N:46].[Cl:1][C:2]([C:3](=[O:4])[NH:5][c:6]1[cH:7][cH:8][cH:9][c:10]2[cH:11][cH:12][cH:13][n:14][c:15]12)([Cl:16])[Cl:17].[N:33]12[CH2:34][CH2:35][CH2:36][N:37]=[C:38]1[CH2:39][CH2:40][CH2:41][CH2:42][CH2:43]2>>[C:3](=[O:4])([NH:5][c:6]1[cH:7][cH:8][cH:9][c:10]2[cH:11][cH:12][cH:13][n:14][c:15]12)[NH:32][CH:26]1[c:25]2[cH:24][cH:23][c:22]([C:18]([CH3:19])([CH3:20])[CH3:21])[cH:31][c:30]2[O:29][CH2:28][CH2:27]1.